Dataset: the Open Reaction Database (ORD), a public repository of structured organic reaction records. Task: describe an organic reaction: reactants, conditions, products, and yield Starting materials: C(=O)OC=O (formic anhydride), C(C)(=O)O (acetic acid), C(=O)O (formic acid), CC(C)OCCOC1=CC=C(C=C1)C=1C=CC2=C(C=C(CCN2)C(=O)OC)C1 (methyl 7-[4-(2-propoxy)ethoxyphenyl]-2,3-dihydro-1H-1-benzazepine-4-carboxylate). Solvent: C1CCOC1 (THF), C1CCOC1 (THF), C1CCOC1 (THF). Reaction conditions: temperature 55 celsius, time 2 hour. The product is C(=O)N1CCC(=CC2=C1C=CC(=C2)C2=CC=C(C=C2)OCCOC(C)C)C(=O)OC (methyl 1-formyl-7-[4-(2-propoxy)ethoxyphenyl]-2,3-dihydro-1H-1-benzazepine-4-carboxylate). As a reaction SMILES: [C:1](O)(=[O:3])C.C(O)=O.[CH3:8][CH:9]([O:11][CH2:12][CH2:13][O:14][C:15]1[CH:20]=[CH:19][C:18]([C:21]2[CH:22]=[CH:23][C:24]3[NH:30][CH2:29][CH2:28][C:27]([C:31]([O:33][CH3:34])=[O:32])=[CH:26][C:25]=3[CH:35]=2)=[CH:17][CH:16]=1)[CH3:10].C(OC=O)=O>C1COCC1>[CH:1]([N:30]1[C:24]2[CH:23]=[CH:22][C:21]([C:18]3[CH:19]=[CH:20][C:15]([O:14][CH2:13][CH2:12][O:11][CH:9]([CH3:8])[CH3:10])=[CH:16][CH:17]=3)=[CH:35][C:25]=2[CH:26]=[C:27]([C:31]([O:33][CH3:34])=[O:32])[CH2:28][CH2:29]1)=[O:3]. Procedure: To anhydrous acetic acid (0.51 ml) was added formic acid, (0.25 ml) at 0° C., and the mixture was stirred at 55° C. for 2 hours, air-cooled and diluted with THF (10 ml). In THF (15 ml) was dissolved methyl 7-[4-(2-propoxy)ethoxyphenyl]-2,3-dihydro-1H-1-benzazepine-4-carboxylate (462 mg), and the solution was added dropwise to the previously prepared solution of formic anhydride in THF, at 0° C. The mixture was stirred at room temperature for 2 hours, and the solvent was evaporated under reduced ... Starting materials: BrC=1C=C(C(=NC1)F)B(O)O (5-Bromo-2-fluoropyridin-3-ylboronic acid), CN(CC(=O)O)CC(=O)O (2,2′-(methylazanediyl)diacetic acid), CS(=O)C (DMSO). Run in C1(=CC=CC=C1)C (toluene). Product: BrC=1C=C(C(=NC1)F)B1OC(CN(CC(O1)=O)C)=O (2-(5-Bromo-2-Fluoropyridin-3-yl)-6-Methyl-1,3,6,2-Dioxazaborocane-4,8-Dione). Isolated yield 82.0%. RXN SMILES: [Br:1][C:2]1[CH:3]=[C:4]([B:9]([OH:11])[OH:10])[C:5]([F:8])=[N:6][CH:7]=1.[CH3:12][N:13]([CH2:18][C:19](O)=[O:20])[CH2:14][C:15](O)=[O:16].CS(C)=O>C1(C)C=CC=CC=1>[Br:1][C:2]1[CH:3]=[C:4]([B:9]2[O:11][C:19](=[O:20])[CH2:18][N:13]([CH3:12])[CH2:14][C:15](=[O:16])[O:10]2)[C:5]([F:8])=[N:6][CH:7]=1. Procedure details: 5-Bromo-2-fluoropyridin-3-ylboronic acid (14.87 g, 67.7 mmol) (Frontier Scientific) and 2,2′-(methylazanediyl)diacetic acid (10.95 g, 74.4 mmol) (Aldrich) were dissolved in toluene (242 mL) and DMSO (97 mL) and the resulting mixture was heated at reflux under a Dean Stark trap for 2 h. After water (>2.5 mL) was collected in the trap, the reaction mixture was concentrated in vacuo to remove toluene, and water was slowly added to the resulting solution until the desired product precipitated as a w... Starting materials: COC(C=C(CCC=C(C)C)C)OC (citral dimethyl acetal), C(C1=CC=CC=C1)(=O)O (benzoic acid), O=C[C@H](O)[C@@H](O)[C@H](O)[C@H](O)CO (glucose), C(C=CC1=CC=CC=C1)(=O)O (cinnamic acid), C(\C=C\C=C\C)(=O)O (sorbic acid). Run at time 14 day. Product: C(\C=C\C=C\C)(=O)O.C(C1=CC=CC=C1)(=O)O (Sorbic Acid Benzoic Acid). Reaction SMILES: C[O:2][CH:3]([O:13]C)[CH:4]=[C:5](C)[CH2:6][CH2:7][CH:8]=C(C)C.C(O)(=O)C=CC1C=CC=CC=1.C(O)(=O)/C=C/C=C/C.[C:34]([OH:42])(=[O:41])[C:35]1[CH:40]=[CH:39][CH:38]=[CH:37][CH:36]=1.O=C[C@@H]([C@H]([C@@H]([C@@H](CO)O)O)O)O>>[C:3]([OH:13])(=[O:2])/[CH:4]=[CH:5]/[CH:6]=[CH:7]/[CH3:8].[C:34]([OH:42])(=[O:41])[C:35]1[CH:40]=[CH:39][CH:38]=[CH:37][CH:36]=1 |f:5.6|. Procedure details: FIG. 24 shows the combined effect of citral dimethyl acetal, cinnamic acid, sorbic acid and benzoic acid on growth of yeast Saccharomyces cerevisiae X2180-1B in a matrix of tubes of synthetic soft drink, 0% tea. Synthetic soft drink contained glucose, 8%w/v, citric acid 3 g/l, potassium orthophosphate 1 g/l, magnesium chloride 0.1 g/l and yeast extract 0.1 g/l. The matrix of 30 ml tubes each containing 10 ml synthetic soft drink pH 3.4, all contained 100 ppm citral dimethyl acetal. Sorbic acid+B... The reactants are C(C)OC(=O)C1=CC(=C2C(=C(C(=CN2C1=O)F)Cl)C)C1CC1 (8-chloro-1-cyclopropyl-7-fluoro-9-methyl-4-oxo-4H-quinolizine-3-carboxylic acid ethyl ester), C([O-])(O)=O.[Na+] (sodium bicarbonate), C(C)(C)(C)OC(=O)N[C@H](C)[C@H]1CNCC1 ((3R,1R)-3-(1-(t-butoxycarbonylamino)ethyl)-pyrrolidine). The solvent is C(C)#N (acetonitrile). The product is Cl.N[C@H](C)[C@H]1CN(CC1)C=1C(=CN2C(C(=CC(=C2C1C)C1CC1)C(=O)O)=O)F ((3R,1R )-8-(3-(1-Aminoethyl)pyrrolidinyl)-1-cyclopropyl-7-fluoro-9-methyl-4-oxo-4H-quinolizine-3-carboxylic Acid Hydrochloride). As a reaction SMILES: C([O:3][C:4]([C:6]1[C:15](=[O:16])[N:14]2[C:9]([C:10]([CH3:19])=[C:11]([Cl:18])[C:12]([F:17])=[CH:13]2)=[C:8]([CH:20]2[CH2:22][CH2:21]2)[CH:7]=1)=[O:5])C.C(=O)(O)[O-].[Na+].C(OC([NH:35][C@@H:36]([C@@H:38]1[CH2:42][CH2:41][NH:40][CH2:39]1)[CH3:37])=O)(C)(C)C>C(#N)C>[ClH:18].[NH2:35][C@@H:36]([C@@H:38]1[CH2:42][CH2:41][N:40]([C:11]2[C:12]([F:17])=[CH:13][N:14]3[C:9]([C:10]=2[CH3:19])=[C:8]([CH:20]2[CH2:21][CH2:22]2)[CH:7]=[C:6]([C:4]([OH:3])=[O:5])[C:15]3=[O:16])[CH2:39]1)[CH3:37] |f:1.2,5.6|. Procedure details: A 0.35 g sample of 8-chloro-1-cyclopropyl-7-fluoro-9-methyl-4-oxo-4H-quinolizine-3-carboxylic acid ethyl ester, from Example 253i above, and 0.73 g of sodium bicarbonate were dissolved in 24 mL of anhydrous acetonitrile, reacted with (3R,1R)-3-(1-(t-butoxycarbonylamino)ethyl)-pyrrolidine (0.51 g, prepared as described by Schroeder et al., J. Heterocyclic Chem., 29:1481-1498 (1992)), and carried forward as described in Example 253k-l to give the title product. mp 220°-222° C. MS 374 (M+H)+ ; 1H N... The reactants are CC1([C@@H]([C@@H]1/C=C\1/C(OCC1)=O)C(=O)O)C ((1R,cis) 2,2-dimethyl-3-[(E) (dihydro-2-oxo-3-(2H)-furanylidene)-methyl]-cyclopropane-1-carboxylic acid), C(C)(C)NC(OC(C)C)=NC(C)C (isopropyl N,N'-diisopropylcarbamimidate). Run in C1=CC=CC=C1 (benzene). The product is CC1([C@@H]([C@@H]1/C=C\1/C(OCC1)=O)C(=O)OC(C)C)C (isopropyl (1R,cis) 2,2-dimethyl-3-[(E) (dihydro-2-oxo-3-(2H)-furanylidene)-methyl]-cyclopropane-1-carboxylate). The yield is 49.2%. RXN SMILES: [CH3:1][C:2]1([CH3:15])[C@@H:4](/[CH:5]=[C:6]2/[C:7](=[O:11])[O:8][CH2:9][CH2:10]/2)[C@H:3]1[C:12]([OH:14])=[O:13].[CH:16](NC(=NC(C)C)OC(C)C)([CH3:18])[CH3:17]>C1C=CC=CC=1>[CH3:1][C:2]1([CH3:15])[C@@H:4](/[CH:5]=[C:6]2/[C:7](=[O:11])[O:8][CH2:9][CH2:10]/2)[C@H:3]1[C:12]([O:14][CH:16]([CH3:18])[CH3:17])=[O:13]. Procedure details: Using the procedure of Example 17, 8.4 g of (1R,cis) 2,2-dimethyl-3-[(E) (dihydro-2-oxo-3-(2H)-furanylidene)-methyl]-cyclopropane-1-carboxylic acid and 7.45 g of isopropyl N,N'-diisopropylcarbamimidate were reacted to obtain 4.96 g of isopropyl (1R,cis) 2,2-dimethyl-3-[(E) (dihydro-2-oxo-3-(2H)-furanylidene)-methyl]-cyclopropane-1-carboxylate with a specific rotation of [α]D20 =+41°±2.5° (c=0.5% in benzene). Reactants: C1CCOC1, CC(C)(C)[O-], [K+], COC(=O)CCC(C(N)=O)N1Cc2c(OCc3cnc4ccccc4c3)cccc2C1=O. Yields the product O=C1CCC(N2Cc3c(OCc4cnc5ccccc5c4)cccc3C2=O)C(=O)N1. RXN SMILES: [CH2:39]1[O:40][CH2:41][CH2:42][CH2:43]1.[CH3:1][C:2]([CH3:3])([O-:4])[CH3:5].[K+:6].[NH2:7][C:8]([CH:9]([CH2:10][CH2:11][C:12]([O:14][CH3:13])=[O:15])[N:16]1[C:17](=[O:37])[c:18]2[cH:19][cH:20][cH:21][c:22]([O:25][CH2:26][c:27]3[cH:28][n:29][c:30]4[cH:31][cH:32][cH:33][cH:34][c:35]4[cH:36]3)[c:23]2[CH2:24]1)=[O:38]>>[NH:7]1[C:8](=[O:38])[CH:9]([N:16]2[C:17](=[O:37])[c:18]3[cH:19][cH:20][cH:21][c:22]([O:25][CH2:26][c:27]4[cH:28][n:29][c:30]5[cH:31][cH:32][cH:33][cH:34][c:35]5[cH:36]4)[c:23]3[CH2:24]2)[CH2:10][CH2:11][C:12]1=[O:14]. The reactants are FC1=CC=C(C=C1)C1=NN=C(O1)C1CCN(CC1)CC(=O)OC (methyl 2-(4-(5-(4-fluorophenyl)-1,3,4-oxadiazol-2-yl)piperidin-1-yl)acetate), [OH-].[Na+] (NaOH), Cl (HCl). Solvent: C(C)O (ethanol). Conditions: time 4 hour. Product: FC1=CC=C(C=C1)C1=NN=C(O1)C1CCN(CC1)CC(=O)O ({4-[5-(4-Fluoro-phenyl)-[1,3,4]oxadiazol-2-yl]-piperidin-1-yl}acetic acid), [Na+].[Cl-] (NaCl). As a reaction SMILES: [F:1][C:2]1[CH:7]=[CH:6][C:5]([C:8]2[O:12][C:11]([CH:13]3[CH2:18][CH2:17][N:16]([CH2:19][C:20]([O:22]C)=[O:21])[CH2:15][CH2:14]3)=[N:10][N:9]=2)=[CH:4][CH:3]=1.[OH-].[Na+:25].[ClH:26]>C(O)C>[F:1][C:2]1[CH:3]=[CH:4][C:5]([C:8]2[O:12][C:11]([CH:13]3[CH2:14][CH2:15][N:16]([CH2:19][C:20]([OH:22])=[O:21])[CH2:17][CH2:18]3)=[N:10][N:9]=2)=[CH:6][CH:7]=1.[Na+:25].[Cl-:26] |f:1.2,6.7|. Procedure details: To a solution of methyl 2-(4-(5-(4-fluorophenyl)-1,3,4-oxadiazol-2-yl)piperidin-1-yl)acetate (97.8 mg, 0.306 mmol) in ethanol (1 mL) was added 2 N NaOH (1 mL). The cloudy reaction suspension was stirred for 4 h until LCMS confirmed the reaction was complete. The mixture was treated with 0.7 mL 1 N HCl dropwise until pH 7. The solvent was evaporated and the residue triturated with ether. The precipitate was filtered, washed with ether and dried under high vacuum, yielding the title compound as a ...